From a dataset of the Open Reaction Database (ORD), a public repository of structured organic reaction records. describe an organic reaction: reactants, conditions, products, and yield Reactants: C[O-].[Na+] (sodium methoxide), [Na] (sodium), C(C)(=O)N1C(NCC1)=NC=1C(=NC(=NC1Cl)C)Cl (N-(1-acetylimidazolin-2-ylidene)-4,6-dichloro-2-methyl-5-pyrimidinamine), C[O-].[Na+] (sodium methoxide). The solvent is CO (methanol). Product: final product, ClC1=NC(=NC(=C1N=C1NCCN1)OC)C (4-chloro-N-(imidazolin-2-ylidene)-6-methoxy-2-methyl-5-pyrimidinamine). As a reaction SMILES: [CH3:1][O-:2].[Na+].[Na].C([N:8]1[CH2:12][CH2:11][NH:10][C:9]1=[N:13][C:14]1[C:15](Cl)=[N:16][C:17]([CH3:21])=[N:18][C:19]=1[Cl:20])(=O)C>CO>[Cl:20][C:19]1[C:14]([N:13]=[C:9]2[NH:8][CH2:12][CH2:11][NH:10]2)=[C:15]([O:2][CH3:1])[N:16]=[C:17]([CH3:21])[N:18]=1 |f:0.1,^1:3|. Reported procedure: The final product, 4-chloro-N-(imidazolin-2-ylidene)-6-methoxy-2-methyl-5-pyrimidinamine is synthesized by first preparing sodium methoxide in situ from anhydrous methanol and sodium. The fifth intermediate, N-(1-acetylimidazolin-2-ylidene)-4,6-dichloro-2-methyl-5-pyrimidinamine, is added and the reaction mixture brought to a boil. From 15 minutes to 1 hour after the reaction mixture is brought to a boil, further sodium methoxide is added and the reaction mixture is maintained at a boil for from... The reactants are CC(C(=O)Cl)CSC (2-methyl-3-(methylthio)propanoyl chloride), O (water), Cl.ClC=1N=C(SC1N)C=1C=NC=CC1 (4-chloro-2-(pyridine-3-yl)-1,3-thiazol-5-amine hydrochloride), N1=CC=CC=C1 (pyridine). Reagents/catalysts: CN(C1=CC=NC=C1)C (N,N-dimethylpyridin-4-amine). Run in C(Cl)Cl (methylene chloride), C(Cl)Cl (methylene chloride). Conditions: temperature 15 celsius, time 10 minute. The product is ClC=1N=C(SC1NC(C(CSC)C)=O)C=1C=NC=CC1 (N-(4-chloro-2-(pyridin-3-yl)thiazol-5-yl)-2-methyl-3-(methylthio)propanamide). The yield is 54.5%. RXN SMILES: Cl.[Cl:2][C:3]1[N:4]=[C:5]([C:9]2[CH:10]=[N:11][CH:12]=[CH:13][CH:14]=2)[S:6][C:7]=1[NH2:8].N1C=CC=CC=1.[CH3:21][CH:22]([CH2:26][S:27][CH3:28])[C:23](Cl)=[O:24].O>CN(C)C1C=CN=CC=1.C(Cl)Cl>[Cl:2][C:3]1[N:4]=[C:5]([C:9]2[CH:10]=[N:11][CH:12]=[CH:13][CH:14]=2)[S:6][C:7]=1[NH:8][C:23](=[O:24])[CH:22]([CH3:21])[CH2:26][S:27][CH3:28] |f:0.1|. Reported procedure: To a dry 500 ml round bottom flask equipped with magnetic stirrer, thermometer, addition funnel, and nitrogen inlet was charged 7.5 g (30.2 mmoles) of 4-chloro-2-(pyridine-3-yl)-1,3-thiazol-5-amine hydrochloride and 200 mLs of anhydrous methylene chloride. The resulting suspension was cooled to 15° C., and 5.98 g (76 mmoles) of pyridine was added at a rate that maintained the temperature below 20° C. 1.85 g (15.11 mmoles) of N,N-dimethylpyridin-4-amine was added in one portion and the resulting ... Reaction SMILES: [C:24]([CH3:25])(=[O:26])[Br:27].[Cl:1][c:2]1[c:3]([OH:23])[c:4]([O:21][CH3:22])[c:5]([S:14][c:15]2[cH:16][cH:17][cH:18][cH:19][cH:20]2)[c:6]2[c:7]1[CH2:8][CH2:9][N:10]([CH3:13])[CH2:11][CH2:12]2.[OH:28][C:29]([C:30]([F:31])([F:32])[F:33])=[O:34]>>[Cl:1][c:2]1[c:3]([O:23][C:24]([CH3:25])=[O:26])[c:4]([O:21][CH3:22])[c:5]([S:14][c:15]2[cH:16][cH:17][cH:18][cH:19][cH:20]2)[c:6]2[c:7]1[CH2:8][CH2:9][N:10]([CH3:13])[CH2:11][CH2:12]2. Starting materials: CC(=O)Br, COc1c(O)c(Cl)c2c(c1Sc1ccccc1)CCN(C)CC2, O=C(O)C(F)(F)F. Yields the product COc1c(OC(C)=O)c(Cl)c2c(c1Sc1ccccc1)CCN(C)CC2. The reactants are CCN(CC)S(F)(F)F, ClCCl, CCOC(=O)COc1cccc2c1CCC(O)(COC(=O)N(c1ccccc1)c1ccccc1)C2. Yields the product CCOC(=O)COc1cccc2c1CCC(F)(COC(=O)N(c1ccccc1)c1ccccc1)C2. Reaction SMILES: [CH2:36]([N:37]([S:38]([F:39])([F:40])[F:42])[CH2:41][CH3:43])[CH3:44].[Cl:45][CH2:46][Cl:47].[OH:1][C:2]1([CH2:19][O:20][C:21]([N:22]([c:23]2[cH:24][cH:25][cH:26][cH:27][cH:28]2)[c:29]2[cH:30][cH:31][cH:32][cH:33][cH:34]2)=[O:35])[CH2:3][c:4]2[cH:5][cH:6][cH:7][c:8]([O:12][CH2:13][C:14](=[O:15])[O:16][CH2:17][CH3:18])[c:9]2[CH2:10][CH2:11]1>>[C:2]1([CH2:19][O:20][C:21]([N:22]([c:23]2[cH:24][cH:25][cH:26][cH:27][cH:28]2)[c:29]2[cH:30][cH:31][cH:32][cH:33][cH:34]2)=[O:35])([F:42])[CH2:3][c:4]2[cH:5][cH:6][cH:7][c:8]([O:12][CH2:13][C:14](=[O:15])[O:16][CH2:17][CH3:18])[c:9]2[CH2:10][CH2:11]1.